From a dataset of the Open Reaction Database (ORD), a public repository of structured organic reaction records. describe an organic reaction: reactants, conditions, products, and yield Starting materials: ClC1=CC=C(C=C1)S(=O)(=O)N=C=O (4-chlorobenzenesulfonylisocyanate), C(C=C)OC(=O)C1=C(CNC2=C(C(=O)O)C=CC(=C2)Cl)C=CC=C1 (2-(2-allyloxycarbonylbenzyl)amino-4-chlorobenzoic acid). Reaction SMILES: [Cl:1][C:2]1[CH:7]=[CH:6][C:5]([S:8]([N:11]=[C:12]=[O:13])(=[O:10])=[O:9])=[CH:4][CH:3]=1.[CH2:14]([O:17][C:18]([C:20]1[CH:37]=[CH:36][CH:35]=[CH:34][C:21]=1[CH2:22][NH:23][C:24]1[CH:32]=[C:31]([Cl:33])[CH:30]=[CH:29][C:25]=1[C:26](O)=[O:27])=[O:19])[CH:15]=[CH2:16]>>[CH2:14]([O:17][C:18]([C:20]1[CH:37]=[CH:36][CH:35]=[CH:34][C:21]=1[CH2:22][N:23]1[C:24]2[C:25](=[CH:29][CH:30]=[C:31]([Cl:33])[CH:32]=2)[C:26](=[O:27])[N:11]([S:8]([C:5]2[CH:4]=[CH:3][C:2]([Cl:1])=[CH:7][CH:6]=2)(=[O:9])=[O:10])[C:12]1=[O:13])=[O:19])[CH:15]=[CH2:16]. Yields the product C(C=C)OC(=O)C1=C(CN2C(N(C(C3=CC=C(C=C23)Cl)=O)S(=O)(=O)C2=CC=C(C=C2)Cl)=O)C=CC=C1 (1-(2-allyloxycarbonylbenzyl)-7-chloro-3-(4-chlorobenzenesulfonyl)-2,4(1H,3H)-quinazolinedione). Reported procedure: 1.38 g (6.36 mmol) of 4-chlorobenzenesulfonylisocyanate and 2.00 g (5.78 mmol) of 2-(2-allyloxycarbonylbenzyl)amino-4-chlorobenzoic acid were treated in the same way as in Example 1 to obtain 1.50 g of the above-identified compound (yield 47.6%). Properties: colorless crystal, Melting point: 155°-156° C., PMR (δppm, DMSO-d6):4.83 (2H,d), 5.2-5.5 (4H,m), 6.0-6.2 (1H,m), 7.1-7.2 (2H,m), 7.3-7.5 (5H,m), 7.7-7.8 (2H,m), 7.9-8.1 (2H,m), 8.1-8.2 (2H,m) Isolated yield 47.6%. The reactants are O (water), C(=O)C1=CC=C(OC2=CC=C(S2)C#N)C=C1 (5-(4-formylphenoxy)thiophene-2-carbonitrile), O (H2O), C(=O)([O-])[O-].[K+].[K+] (K2CO3). Run in CS(=O)C (DMSO). Conditions: time 1 hour. Product: C(=O)C1=CC=C(OC2=CC=C(S2)C(=O)N)C=C1 (5-(4-Formylphenoxy)thiophene-2-carboxamide). Reaction SMILES: [CH:1]([C:3]1[CH:16]=[CH:15][C:6]([O:7][C:8]2[S:12][C:11]([C:13]#[N:14])=[CH:10][CH:9]=2)=[CH:5][CH:4]=1)=[O:2].C([O-])([O-])=[O:18].[K+].[K+].O>CS(C)=O>[CH:1]([C:3]1[CH:16]=[CH:15][C:6]([O:7][C:8]2[S:12][C:11]([C:13]([NH2:14])=[O:18])=[CH:10][CH:9]=2)=[CH:5][CH:4]=1)=[O:2] |f:1.2.3|. Procedure: Dissolve 5-(4-formylphenoxy)thiophene-2-carbonitrile (0.818 g, 3.57 mmol) in DMSO (18 mL) in a round bottom flask, then add K2CO3 (0.247 g, 1.78 mmol). Cool the reaction flask in a water bath and add 30% H2O, (0.81 mL, 7.14 mmol) solution. After one hour, add water (25 mL). Filter the resulting precipitate and wash the filter cake with water (25 mL). Collect the filter cake as the title compound: HRMS calcd for C12H10NO3S 248.0381 (M+H)+, found 248.0396, time 0.36 min; HPLC [YMC-Pro pack C-18 (1... Reactants: FC1=C(C=O)C(=CC=C1F)OC (2,3-difluoro-6-methoxybenzaldehyde), ClC1=CC(=CC=C1)C(=O)OO (3-chloroperbenzoic acid), S(=O)([O-])[O-].[Na+].[Na+] (sodium sulfite). The solvent is C(Cl)Cl (methylene chloride). Reaction conditions: time 20 minute. Product: FC1=C(C(=CC=C1F)OC)O (2,3-Difluoro-6-methoxyphenol). The yield is 70.8%. As a reaction SMILES: [F:1][C:2]1[C:9]([F:10])=[CH:8][CH:7]=[C:6]([O:11][CH3:12])[C:3]=1C=O.ClC1C=CC=C(C(OO)=[O:21])C=1.S([O-])([O-])=O.[Na+].[Na+]>C(Cl)Cl>[F:1][C:2]1[C:9]([F:10])=[CH:8][CH:7]=[C:6]([O:11][CH3:12])[C:3]=1[OH:21] |f:2.3.4|. Reported procedure: To a solution of 2,3-difluoro-6-methoxybenzaldehyde (2.58 g) in methylene chloride (45 mL) was added 3-chloroperbenzoic acid (5.97 g) under ice-cooling, and the mixture was heated for reflux overnight. The reaction mixture was cooled in ice. To the mixture was added 10% aqueous sodium sulfite solution, and the resulting mixture was stirred for 20 minutes. The organic layer was separated and washed with water twice, a saturated aqueous sodium hydrogen carbonate solution, water and brine successiv...